Dataset: the Open Reaction Database (ORD), a public repository of structured organic reaction records. Task: describe an organic reaction: reactants, conditions, products, and yield As a reaction SMILES: [CH2:41]1[O:42][CH2:43][CH2:44][CH2:45]1.[Cl:1][c:2]1[cH:3][cH:4][c:5]2[c:6]([n:7]([CH:22]([C:23](=[O:24])[NH:25][CH2:26][CH2:27][N:28]3[CH2:29][CH2:30][NH:31][CH2:32][CH2:33]3)[c:34]3[cH:35][cH:36][cH:37][cH:38][cH:39]3)[c:8](=[O:21])[n:9]2[S:10](=[O:11])(=[O:12])[c:13]2[cH:14][cH:15][c:16]([O:19][CH3:20])[cH:17][cH:18]2)[cH:40]1>>[Cl:1][c:2]1[cH:3][cH:4][c:5]2[c:6]([n:7]([CH:22]([C:23](=[O:24])[NH:25][CH2:26][CH2:27][N:28]3[CH2:29][CH2:30][N:31]([CH3:41])[CH2:32][CH2:33]3)[c:34]3[cH:35][cH:36][cH:37][cH:38][cH:39]3)[c:8](=[O:21])[n:9]2[S:10](=[O:11])(=[O:12])[c:13]2[cH:14][cH:15][c:16]([O:19][CH3:20])[cH:17][cH:18]2)[cH:40]1. The product is COc1ccc(S(=O)(=O)n2c(=O)n(C(C(=O)NCCN3CCN(C)CC3)c3ccccc3)c3cc(Cl)ccc32)cc1. Starting materials: C1CCOC1, COc1ccc(S(=O)(=O)n2c(=O)n(C(C(=O)NCCN3CCNCC3)c3ccccc3)c3cc(Cl)ccc32)cc1. Reactants: CC(C)(C)NC(=O)c1cccc(CN2CCN(C(=O)c3ccc([N+](=O)[O-])cc3Cl)CC2)c1, CC(C)O, Cl, [Fe]. Product: CC(C)(C)NC(=O)c1cccc(CN2CCN(C(=O)c3ccc(N)cc3Cl)CC2)c1. Reaction SMILES: [C:1]([CH3:2])([CH3:3])([CH3:4])[NH:5][C:6]([c:7]1[cH:8][c:9]([CH2:13][N:14]2[CH2:15][CH2:16][N:17]([C:20]([c:21]3[c:22]([Cl:30])[cH:23][c:24]([N+:27]([O-:28])=[O:29])[cH:25][cH:26]3)=[O:31])[CH2:18][CH2:19]2)[cH:10][cH:11][cH:12]1)=[O:32].[CH:34]([OH:35])([CH3:36])[CH3:37].[ClH:33].[Fe:38]>>[C:1]([CH3:2])([CH3:3])([CH3:4])[NH:5][C:6]([c:7]1[cH:8][c:9]([CH2:13][N:14]2[CH2:15][CH2:16][N:17]([C:20]([c:21]3[c:22]([Cl:30])[cH:23][c:24]([NH2:27])[cH:25][cH:26]3)=[O:31])[CH2:18][CH2:19]2)[cH:10][cH:11][cH:12]1)=[O:32]. The reactants are CC(=O)OC(C)=O, COC(=O)c1ccccc1S(=O)(=O)NC(=O)Nc1nc(C)cc(CO)n1, c1ccncc1. The product is COC(=O)c1ccccc1S(=O)(=O)NC(=O)Nc1nc(C)cc(COC(C)=O)n1. RXN SMILES: [CH3:27][C:28](=[O:29])[O:30][C:31](=[O:32])[CH3:33].[OH:1][CH2:2][c:3]1[n:4][c:5]([NH:10][C:11](=[O:12])[NH:13][S:14](=[O:15])(=[O:16])[c:17]2[c:18]([C:19](=[O:20])[O:21][CH3:22])[cH:23][cH:24][cH:25][cH:26]2)[n:6][c:7]([CH3:9])[cH:8]1.[cH:34]1[cH:35][cH:36][n:37][cH:38][cH:39]1>>[O:1]([CH2:2][c:3]1[n:4][c:5]([NH:10][C:11](=[O:12])[NH:13][S:14](=[O:15])(=[O:16])[c:17]2[c:18]([C:19](=[O:20])[O:21][CH3:22])[cH:23][cH:24][cH:25][cH:26]2)[n:6][c:7]([CH3:9])[cH:8]1)[C:28]([CH3:27])=[O:29]. Starting materials: CCN(C(C)C)C(C)C, Nc1ccc(F)cc1N, O=C(O)c1cccc2c1-n1cccc1C2=O, C1CCOC1. The product is Nc1cc(F)ccc1NC(=O)c1cccc2c1-n1cccc1C2=O. RXN SMILES: [CH:17]([N:18]([CH:19]([CH3:20])[CH3:21])[CH2:22][CH3:23])([CH3:24])[CH3:25].[F:26][c:27]1[cH:28][c:29]([NH2:34])[c:30]([NH2:33])[cH:31][cH:32]1.[O:1]=[C:2]1[c:3]2[n:4]([cH:14][cH:15][cH:16]2)-[c:5]2[c:6]([C:11](=[O:12])[OH:13])[cH:7][cH:8][cH:9][c:10]21.[O:35]1[CH2:36][CH2:37][CH2:38][CH2:39]1>>[O:1]=[C:2]1[c:3]2[n:4]([cH:14][cH:15][cH:16]2)-[c:5]2[c:6]([C:11](=[O:13])[NH:33][c:30]3[c:29]([NH2:34])[cH:28][c:27]([F:26])[cH:32][cH:31]3)[cH:7][cH:8][cH:9][c:10]21. Starting materials: CCOC(=O)CN(C)C(=O)CCc1nc2c(F)c(F)cc(F)c2s1, CO, [Na+], [OH-], O. Yields the product CN(CC(=O)O)C(=O)CCc1nc2c(F)c(F)cc(F)c2s1. Reaction SMILES: [CH2:1]([CH3:2])[O:3][C:4]([CH2:5][N:6]([CH3:7])[C:8]([CH2:9][CH2:10][c:11]1[s:12][c:13]2[c:14]([n:15]1)[c:16]([F:22])[c:17]([F:21])[cH:18][c:19]2[F:20])=[O:23])=[O:24].[CH3:27][OH:28].[Na+:26].[OH-:25].[OH2:29]>>[O:3]=[C:4]([CH2:5][N:6]([CH3:7])[C:8]([CH2:9][CH2:10][c:11]1[s:12][c:13]2[c:14]([n:15]1)[c:16]([F:22])[c:17]([F:21])[cH:18][c:19]2[F:20])=[O:23])[OH:24]. Starting materials: CC(=O)O[BH-](OC(C)=O)OC(C)=O, O=C([O-])O, CC(=O)O, ClCCCl, [Na+], [Na+], CC(N)c1cccc2ccccc12, O=CC1CN(C(=O)C(F)(F)F)CCC1c1ccccc1. Product: CC(NCC1CN(C(=O)C(F)(F)F)CCC1c1ccccc1)c1cccc2ccccc12. As a reaction SMILES: [C:14]([O:15][BH-:16]([O:17][C:18](=[O:19])[CH3:20])[O:21][C:22](=[O:23])[CH3:24])(=[O:25])[CH3:26].[C:48](=[O:49])([O-:50])[OH:51].[CH3:57][C:58](=[O:59])[OH:60].[Cl:53][CH2:54][CH2:55][Cl:56].[Na+:27].[Na+:52].[c:1]1([CH:11]([CH3:12])[NH2:13])[cH:2][cH:3][cH:4][c:5]2[cH:6][cH:7][cH:8][cH:9][c:10]12.[c:28]1([CH:34]2[CH:35]([CH:46]=[O:47])[CH2:36][N:37]([C:40]([C:41]([F:42])([F:43])[F:44])=[O:45])[CH2:38][CH2:39]2)[cH:29][cH:30][cH:31][cH:32][cH:33]1>>[c:1]1([CH:11]([CH3:12])[NH:13][CH2:46][CH:35]2[CH:34]([c:28]3[cH:29][cH:30][cH:31][cH:32][cH:33]3)[CH2:39][CH2:38][N:37]([C:40]([C:41]([F:42])([F:43])[F:44])=[O:45])[CH2:36]2)[cH:2][cH:3][cH:4][c:5]2[cH:6][cH:7][cH:8][cH:9][c:10]12. Starting materials: ClCCNC(=O)C=1OC=CC1 (N-(2-chloroethyl)-2-furancarboxamide), N1CCC(CC1)N1C(NC2=C1C=CC=C2)=O (1,3-dihydro-1-(4-piperidinyl)-2H-benzimidazol-2-one), [I-].[K+] (potassium iodide). Solvent: CN(C=O)C (N,N-dimethylformamide). Reaction conditions: time 3 hour. Product: O=C1NC2=C(N1C1CCN(CC1)CCNC(=O)C=1OC=CC1)C=CC=C2 (N-{2-[4-(2,3-dihydro-2-oxo-1H-benzimidazol-1-yl)-1-piperidinyl]ethyl}-2-furancarboxamide). As a reaction SMILES: Cl[CH2:2][CH2:3][NH:4][C:5]([C:7]1[O:8][CH:9]=[CH:10][CH:11]=1)=[O:6].[NH:12]1[CH2:17][CH2:16][CH:15]([N:18]2[C:22]3[CH:23]=[CH:24][CH:25]=[CH:26][C:21]=3[NH:20][C:19]2=[O:27])[CH2:14][CH2:13]1.[I-].[K+]>CN(C)C=O>[O:27]=[C:19]1[N:18]([CH:15]2[CH2:14][CH2:13][N:12]([CH2:2][CH2:3][NH:4][C:5]([C:7]3[O:8][CH:9]=[CH:10][CH:11]=3)=[O:6])[CH2:17][CH2:16]2)[C:22]2[CH:23]=[CH:24][CH:25]=[CH:26][C:21]=2[NH:20]1 |f:2.3|. Reported procedure: A mixture of 6.9 parts of N-(2-chloroethyl)-2-furancarboxamide, 9.8 parts of 1,3-dihydro-1-(4-piperidinyl)-2H-benzimidazol-2-one, 6.6 parts of potassium iodide and 135 parts of N,N-dimethylformamide is stirred first for 3 hours at reflux and further overnight at room temperature. The reaction mixture is evaporated. The residue is taken up in water and the whole is alkalized. The product is extracted with 4-methyl-2-pentanone. The layers are separated and the aqueous phase is set aside. The organ...